Dataset: the Open Reaction Database (ORD), a public repository of structured organic reaction records. Task: describe an organic reaction: reactants, conditions, products, and yield Starting materials: C(C)OC(CCC1(OC2=C(C(C1)=O)C=CC(=C2CCC)O)C)=O (racemic-3,4-dihydro-7-hydroxy-2-methyl-4-oxo-8-n-propyl-2H-1-benzopyran-2-propanoic acid ethyl ester), B (borane), B(F)(F)F.CCOCC (boron trifluoride etherate). The solvent is O1CCCC1 (tetrahydrofuran). The product is C(C)OC(CCC1(OC2=C(CC1)C=CC(=C2CCC)O)C)=O (racemic-3,4-dihydro-7-hydroxy-2-methyl-8-n-propyl-2H-1-benzopyran-2-propanoic acid ethyl ester). Yield: 79.3%. RXN SMILES: [CH2:1]([O:3][C:4](=[O:23])[CH2:5][CH2:6][C:7]1([CH3:22])[CH2:12][C:11](=O)[C:10]2[CH:14]=[CH:15][C:16]([OH:21])=[C:17]([CH2:18][CH2:19][CH3:20])[C:9]=2[O:8]1)[CH3:2].B.B(F)(F)F.CCOCC>O1CCCC1>[CH2:1]([O:3][C:4](=[O:23])[CH2:5][CH2:6][C:7]1([CH3:22])[CH2:12][CH2:11][C:10]2[CH:14]=[CH:15][C:16]([OH:21])=[C:17]([CH2:18][CH2:19][CH3:20])[C:9]=2[O:8]1)[CH3:2] |f:2.3|. Procedure details: Using the procedure of Example 2, 257 mg of racemic-3,4-dihydro-7-hydroxy-2-methyl-4-oxo-8-n-propyl-2H-1-benzopyran-2-propanoic acid ethyl ester was reduced with borane.tetrahydrofuran and boron trifluoride etherate. There was obtained 195 mg of racemic-3,4-dihydro-7-hydroxy-2-methyl-8-n-propyl-2H-1-benzopyran-2-propanoic acid ethyl ester as a pale yellow oil, after chromatographic purification on silica gel. Starting materials: C(C)(C)(C)OC(N[C@H](CC1=CC=CC=C1)[C@H]1OC1)=O ([(1R)-1-{(2R)-oxiran-2-yl}-2-phenyl-ethyl]carbamic acid tert-butylester), C(C1=CC=CC=C1)N (benzylamine). Yields the product C(C)(C)(C)OC(N[C@@H]([C@H](CNCC1=CC=CC=C1)O)CC1=CC=CC=C1)=O ([(1R,2S)-1-Benzyl-3-benzylamino-2-hydroxy-propyl]-carbamic acid tert-butyl ester). RXN SMILES: [C:1]([O:5][C:6](=[O:19])[NH:7][C@@H:8]([C@@H:16]1[CH2:18][O:17]1)[CH2:9][C:10]1[CH:15]=[CH:14][CH:13]=[CH:12][CH:11]=1)([CH3:4])([CH3:3])[CH3:2].[CH2:20]([NH2:27])[C:21]1[CH:26]=[CH:25][CH:24]=[CH:23][CH:22]=1>>[C:1]([O:5][C:6](=[O:19])[NH:7][C@H:8]([CH2:9][C:10]1[CH:15]=[CH:14][CH:13]=[CH:12][CH:11]=1)[C@@H:16]([OH:17])[CH2:18][NH:27][CH2:20][C:21]1[CH:26]=[CH:25][CH:24]=[CH:23][CH:22]=1)([CH3:4])([CH3:3])[CH3:2]. Procedure details: Using general procedure 1 and purification method D with [(1R)-1-{(2R)-oxiran-2-yl}-2-phenyl-ethyl]carbamic acid tert-butylester (0.263 g, 1.0 mmol) and benzylamine (0.11 mL, 1.0 mmol) gives the title compound. Reactants: C(C)OC(CC=1SC=CC1)=O (thiophen-2-yl acetic acid ethyl ester), ClCCCCCCl (1,5-dichloropentane). Product: C(C)OC(=O)C1(CCCCC1)C=1SC=CC1 (1-thiophen-2-ylcyclohexane carboxylic acid ethyl ester). RXN SMILES: [CH2:1]([O:3][C:4](=[O:11])[CH2:5][C:6]1[S:7][CH:8]=[CH:9][CH:10]=1)[CH3:2].Cl[CH2:13][CH2:14][CH2:15][CH2:16][CH2:17]Cl>>[CH2:1]([O:3][C:4]([C:5]1([C:6]2[S:7][CH:8]=[CH:9][CH:10]=2)[CH2:17][CH2:16][CH2:15][CH2:14][CH2:13]1)=[O:11])[CH3:2]. Reported procedure: The dialkylation of (1) was performed as described in Example 1, Step 1 using 1,5-dichloropentane to obtain the title compound (15). The reactants are C(C)(=O)NCC1CN(C(O1)=O)C1=CC(=C(C=C1)N1CCN(CC1)C(=O)OC)F (4-(4-(5-((Acetylamino)methyl)-2-oxo-3-oxazolidinyl)-2-fluorophenyl)-1-piperazinecarboxylic acid, methyl ester), product, solid, C(=O)(O)[O-].[Na+] (NaHCO3), ClC(=O)OCC (ethyl chloroformate). Solvent: O (water), CC(=O)C (acetone), O (water). Reaction conditions: temperature 0 celsius, time 2 hour. Product: C(C)(=O)NCC1CN(C(O1)=O)C1=CC(=C(C=C1)N1CCN(CC1)C(=O)OCC)F (4-(4-(5-((Acetylamino)methyl)-2-oxo-3-oxazolidinyl)-2-fluorophenyl)-1-piperazinecarboxylic acid, ethyl ester). The yield is 58.0%. RXN SMILES: [C:1]([NH:4][CH2:5][CH:6]1[O:10][C:9](=[O:11])[N:8]([C:12]2[CH:17]=[CH:16][C:15]([N:18]3[CH2:23][CH2:22][N:21]([C:24]([O:26][CH3:27])=[O:25])[CH2:20][CH2:19]3)=[C:14]([F:28])[CH:13]=2)[CH2:7]1)(=[O:3])[CH3:2].[C:29]([O-])(O)=O.[Na+].ClC(OCC)=O>CC(C)=O.O>[C:1]([NH:4][CH2:5][CH:6]1[O:10][C:9](=[O:11])[N:8]([C:12]2[CH:17]=[CH:16][C:15]([N:18]3[CH2:19][CH2:20][N:21]([C:24]([O:26][CH2:27][CH3:29])=[O:25])[CH2:22][CH2:23]3)=[C:14]([F:28])[CH:13]=2)[CH2:7]1)(=[O:3])[CH3:2] |f:1.2|. Reported procedure: The same procedure as followed in Example 1, steps a-k, were followed. Then a solution of 100 mg (0.30 mmol) of N-((3-(4-(3-fluoro-4-(1-piperazinyl))phenyl)-2-oxo-5-oxazolidinyl)methyl)-acetamide (23) (the product from step k above) and 50 mg (0.59 mmol) of solid NaHCO3 in 2 mL acetone and 1 mL water at 0° C. was treated with 35 mg (31 μL, 0.33 mmol) of ethyl chloroformate. The solution was stirred at 0° C. for 2 hours, followed by warming to ambient temperature for 18 hours. The solution was di... As a reaction SMILES: [N:1]1[C:10]2[C:5](=[CH:6][CH:7]=[CH:8][CH:9]=2)[CH:4]=[C:3]([CH:11]=[CH:12][CH2:13][OH:14])[CH:2]=1.[C:15]([O:22]C(OC(C)(C)C)=O)([O:17][C:18]([CH3:21])([CH3:20])[CH3:19])=[O:16].[OH-].[Na+]>S([O-])(O)(=O)=O.C([N+](CCCC)(CCCC)CCCC)CCC.C(Cl)Cl>[N:1]1[C:10]2[C:5](=[CH:6][CH:7]=[CH:8][CH:9]=2)[CH:4]=[C:3]([CH:11]=[CH:12][CH2:13][OH:14])[CH:2]=1.[C:18]([O:17][C:15](=[O:16])[O-:22])([CH3:21])([CH3:20])[CH3:19] |f:2.3,4.5,7.8|. The solvent is C(Cl)Cl (methylene chloride), C(Cl)Cl (methylene chloride). Reagents/catalysts: S(=O)(=O)(O)[O-].C(CCC)[N+](CCCC)(CCCC)CCCC (tetra n-butyl ammonium hydrogensulfate). Yields the product N1=CC(=CC2=CC=CC=C12)C=CCO.C(C)(C)(C)OC([O-])=O (3-(3-quinolyl)-2-propen-1-ol t-butyl carbonate). Reported procedure: 3-(3-quinolyl)-2-propen-1-ol t-butyl carbonate was prepared as follows. To a 500-mL three-necked round-bottom flask equipped with an overhead mechanical stirrer was charged 3-(3-quinolyl)-2-propen-1-ol (13.03 g, 70.43 mmol) as a mixture of cis and trans isomers (81% cis, and 19% trans), di-t-butyl dicarbonate (16.91 g, 77.48 mmol, 1.11 equiv), tetra n-butyl ammonium hydrogensulfate (742 mg, 2.17 mmol) and methylene chloride (135 mL). The stirred mixture was cooled to 0 to 5° C. at which time aqu... The reactants are N1=CC(=CC2=CC=CC=C12)C=CCO (3-(3-quinolyl)-2-propen-1-ol), C(=O)(OC(C)(C)C)OC(=O)OC(C)(C)C (di-t-butyl dicarbonate), [OH-].[Na+] (sodium hydroxide). Reactants: CC(=O)Cl, CN(C)C=Cc1ncc([N+](=O)[O-])n1CCO, O. Yields the product CC(=O)OCCn1c([N+](=O)[O-])cnc1C=CN(C)C. RXN SMILES: [CH3:17][C:18]([Cl:19])=[O:20].[N+:1](=[O:2])([O-:3])[c:4]1[cH:5][n:6][c:7]([CH:12]=[CH:13][N:14]([CH3:15])[CH3:16])[n:8]1[CH2:9][CH2:10][OH:11].[OH2:21]>>[N+:1](=[O:2])([O-:3])[c:4]1[cH:5][n:6][c:7]([CH:12]=[CH:13][N:14]([CH3:15])[CH3:16])[n:8]1[CH2:9][CH2:10][O:11][C:18]([CH3:17])=[O:20]. Reactants: CC1=CC=C(C=C1)S(=O)(=O)[O-].C(C1=CC=CC=C1)OC(=O)NC(CC[N+](C)(C)CCOCCCCCC)(C)C (3-(((benzyloxy)carbonyl)amino)-N-(2-(hexyloxy)ethyl)-N,N,3-trimethylbutan-1-aminium 4-methylbenzenesulfonate). The reagents and catalysts are [Pd] (palladium on carbon). The solvent is CO (methanol). Run at time 18 hour. The product is CC1=CC=C(C=C1)S(=O)(=O)[O-].NC(CC[N+](C)(C)CCOCCCCCC)(C)C (3-amino-N-(2-(hexyloxy)ethyl)-N,N,3-trimethylbutan-1-aminium 4-methylbenzenesulfonate). Isolated yield 99.0%. Reaction SMILES: [CH3:1][C:2]1[CH:7]=[CH:6][C:5]([S:8]([O-:11])(=[O:10])=[O:9])=[CH:4][CH:3]=1.C(OC([NH:22][C:23]([CH3:39])([CH3:38])[CH2:24][CH2:25][N+:26]([CH2:29][CH2:30][O:31][CH2:32][CH2:33][CH2:34][CH2:35][CH2:36][CH3:37])([CH3:28])[CH3:27])=O)C1C=CC=CC=1>[Pd].CO>[CH3:1][C:2]1[CH:3]=[CH:4][C:5]([S:8]([O-:11])(=[O:10])=[O:9])=[CH:6][CH:7]=1.[NH2:22][C:23]([CH3:38])([CH3:39])[CH2:24][CH2:25][N+:26]([CH2:29][CH2:30][O:31][CH2:32][CH2:33][CH2:34][CH2:35][CH2:36][CH3:37])([CH3:28])[CH3:27] |f:0.1,4.5|. Procedure details: Under a nitrogen atmosphere, 10% palladium on carbon (200 mg) was added to a solution of 3-(((benzyloxy)carbonyl)amino)-N-(2-(hexyloxy)ethyl)-N,N,3-trimethylbutan-1-aminium 4-methylbenzenesulfonate (0.95 g, 1.7 mmol) in 7 mL of methanol. The flask was degassed and placed under a hydrogen atmosphere, stirring for 18 hours at room temperature. The suspension was filtered through a pad of celite, washing with methanol, and the filtrate was concentrated under reduced pressure to give 725 mg of clear...